Dataset: the Open Reaction Database (ORD), a public repository of structured organic reaction records. Task: describe an organic reaction: reactants, conditions, products, and yield Reactants: O (water), BrC=1C=NN2C1C=C(C=C2)C(C)Br (3-bromo-5-(1-bromoethyl)pyrazolo[1,5-a]pyridine), CNC1=NC=C(C=C1)C (N,5-dimethylpyridin-2-amine), C(=O)([O-])[O-].[K+].[K+] (K2CO3). Run in C(C)#N (acetonitrile). Conditions: temperature 90 celsius. Yields the product BrC=1C=NN2C1C=C(C=C2)C(C)N(C2=NC=C(C=C2)C)C (N-(1-(3-bromopyrazolo[1,5-a]pyridin-5-yl)ethyl)-N,5-dimethylpyridin-2-amine). The yield is 46.1%. As a reaction SMILES: [Br:1][C:2]1[CH:3]=[N:4][N:5]2[CH:10]=[CH:9][C:8]([CH:11](Br)[CH3:12])=[CH:7][C:6]=12.[CH3:14][NH:15][C:16]1[CH:21]=[CH:20][C:19]([CH3:22])=[CH:18][N:17]=1.C([O-])([O-])=O.[K+].[K+].O>C(#N)C>[Br:1][C:2]1[CH:3]=[N:4][N:5]2[CH:10]=[CH:9][C:8]([CH:11]([N:15]([CH3:14])[C:16]3[CH:21]=[CH:20][C:19]([CH3:22])=[CH:18][N:17]=3)[CH3:12])=[CH:7][C:6]=12 |f:2.3.4|. Procedure details: A suspension of 3-bromo-5-(1-bromoethyl)pyrazolo[1,5-a]pyridine (I-18, 400 mg, 1.32 mmol), N,5-dimethylpyridin-2-amine (230 mg, 1.98 mmol) and K2CO3 (546 mg, 3.96 mmol) in acetonitrile was heated to 90° C. in a sealed tube for overnight. The reaction mixture was cooled to room temperature and water (10 mL) was added. The aqueous phase was extracted with ethyl acetate (2×10 mL). The combined organic layers were dried over Na2SO4 and solvents were removed under reduced pressure. The resulting crud... Reactants: CCOC(=O)C (EtOAc), ClC1=C(C(=O)Cl)C=CC=N1 (2-Chloronicotinoyl chloride), O(C1=CC=CC=C1)C1=CC=C(N)C=C1 (4-phenoxyaniline), CCN(C(C)C)C(C)C (DIEA). Run in C(Cl)Cl (CH2Cl2). Conditions: time 48 hour. Product: ClC1=NC=CC=C1C(=O)NC1=CC=C(C=C1)OC1=CC=CC=C1 ((2-chloro-(3-pyridyl))-N-(4-phenoxyphenyl)carboxamide). Reaction SMILES: [Cl:1][C:2]1[N:10]=[CH:9][CH:8]=[CH:7][C:3]=1[C:4](Cl)=[O:5].[O:11]([C:18]1[CH:24]=[CH:23][C:21]([NH2:22])=[CH:20][CH:19]=1)[C:12]1[CH:17]=[CH:16][CH:15]=[CH:14][CH:13]=1.CCN(C(C)C)C(C)C.CCOC(C)=O>C(Cl)Cl>[Cl:1][C:2]1[C:3]([C:4]([NH:22][C:21]2[CH:20]=[CH:19][C:18]([O:11][C:12]3[CH:17]=[CH:16][CH:15]=[CH:14][CH:13]=3)=[CH:24][CH:23]=2)=[O:5])=[CH:7][CH:8]=[CH:9][N:10]=1. Procedure: 2-Chloronicotinoyl chloride (9.15 g, 0.052 mol) was added to a stirred solution of 4-phenoxyaniline (10.00 g, 0.054 mol) and DIEA (10.00 ml, 0.057 mol) in CH2Cl2 (100 ml) at RT. The mixture stirred for 48 h before removal of solvent under reduced pressure. The resulting residue was dissolved EtOAc and washed several times with saturated NaHCO3 aqueous solution and brine, respectively. The organic layer was dried over Na2SO4 and evaporated to leave a solid. This material was re-crystallized from ... Reactants: [H-].[Na+] (sodium hydride), NC1=NNC=N1 (3-Amino-1,2,4-triazole), CN(C)C=O (DMF), BrCC=1C(=CC=CC1)C#N (alpha bromotolunitrile). Run at time 1 hour. Yields the product NC1=NN(C=N1)CC1=CC=C(C#N)C=C1 (4-(3-Amino-[1,2,4]triazol-1-ylmethyl)-benzonitrile). Isolated yield 32.6%. As a reaction SMILES: [NH2:1][C:2]1[N:6]=[CH:5][NH:4][N:3]=1.[H-].[Na+].BrC[C:11]1[C:12]([C:17]#[N:18])=[CH:13][CH:14]=[CH:15][CH:16]=1.[CH3:19]N(C=O)C>>[NH2:1][C:2]1[N:6]=[CH:5][N:4]([CH2:19][C:15]2[CH:16]=[CH:11][C:12]([C:17]#[N:18])=[CH:13][CH:14]=2)[N:3]=1 |f:1.2|. Reported procedure: 3-Amino-1,2,4-triazole (883 mg, 10.5 mmol) was dissolved in DMF (20 ml) under argon atmosphere, sodium hydride (55%, 436 mg, 10 mmol) added at rt in small portions and stirred at rt for 1 hour. To the reaction mixture alpha bromotolunitrile (1.96 g, 10 mmol) was added and stirred at rt overnight. TLC: finished: The reaction mixture was poured onto water, extracted with ethyl acetate and water, the organic layers combined, dried over Na2SO4, filtered and the solvents evaporated. Purification by f... Starting materials: CSC(N(CCCOC1=CC(=CC=C1)CN(C)C)C#N)=N (N-Cyano-N-[3-[3-[(dimethylamino)methyl]phenoxy]propyl]-carbamimidothioic acid methyl ester), CNN (N-methylhydrazine), CN(C=O)C (dimethylformamide). Procedure: N-Cyano-N-[3-[3-[(dimethylamino)methyl]phenoxy]propyl]-carbamimidothioic acid methyl ester (1.5 g) and N-methylhydrazine (1.2 g) in dimethylformamide (15 ml) were heated at 40° for 24 hours. The solvent was removed, and the residue was triturated with ether to yield the title compound as a white solid (1.0 g) m.p. 95°-96.5°. Yields the product CN1N=C(N=C1NCCCOC1=CC(=CC=C1)CN(C)C)N (1-Methyl-N5 -[3-[3-[(dimethylamino)methyl]phenoxy]propyl]-1H-1,2,4-triazole-3,5-diamine). As a reaction SMILES: CSC(=N)[N:4]([C:19]#[N:20])[CH2:5][CH2:6][CH2:7][O:8][C:9]1[CH:14]=[CH:13][CH:12]=[C:11]([CH2:15][N:16]([CH3:18])[CH3:17])[CH:10]=1.[CH3:22][NH:23][NH2:24].[CH3:25][N:26](C)C=O>>[CH3:22][N:23]1[C:19]([NH:4][CH2:5][CH2:6][CH2:7][O:8][C:9]2[CH:14]=[CH:13][CH:12]=[C:11]([CH2:15][N:16]([CH3:17])[CH3:18])[CH:10]=2)=[N:20][C:25]([NH2:26])=[N:24]1. Reactants: C(=O)(Cl)Cl (phosgene), NC=1SC(=CN1)S(=O)(=O)C (2-Amino-5-methylsulfonylthiazole). Run in C(C)(=O)OCC (ethyl acetate). Product: CS(=O)(=O)C1=CN=C(S1)N=C=O (5-methylsulfonylthiazol-2-yl isocyanate). Reaction SMILES: [C:1](Cl)(Cl)=[O:2].[NH2:5][C:6]1[S:7][C:8]([S:11]([CH3:14])(=[O:13])=[O:12])=[CH:9][N:10]=1>C(OCC)(=O)C>[CH3:14][S:11]([C:8]1[S:7][C:6]([N:5]=[C:1]=[O:2])=[N:10][CH:9]=1)(=[O:13])=[O:12]. Reported procedure: A saturated solution of phosgene in ethyl acetate (200 ml) is charged into a glass reaction vessel equipped with a mechanical stirrer, thermometer and reflux condenser. 2-Amino-5-methylsulfonylthiazole (0.1 mole) is added with stirring. After the addition is completed, the reaction mixture is heated at reflux for a period of about one hour. After this time the mixture is cooled, and the solid product formed is recovered by filtration. The solid is then dried to yield the desired product 5-methyl... Starting materials: C1(=CC=C(C=C1)C1=NC=CC=C1)C (2-(p-Toluyl)pyridine), [Mn](=O)(=O)(=O)[O-].[K+] (potassium permanganate), O (water). The product is N1=C(C=CC=C1)C1=CC=C(C(=O)O)C=C1 (4-(2-Pyridyl)benzoic acid). Reaction SMILES: [C:1]1([CH3:13])[CH:6]=[CH:5][C:4]([C:7]2[CH:12]=[CH:11][CH:10]=[CH:9][N:8]=2)=[CH:3][CH:2]=1.[Mn]([O-])(=O)(=O)=[O:15].[K+].[OH2:20]>>[N:8]1[CH:9]=[CH:10][CH:11]=[CH:12][C:7]=1[C:4]1[CH:5]=[CH:6][C:1]([C:13]([OH:15])=[O:20])=[CH:2][CH:3]=1 |f:1.2|. Procedure: 2-(p-Toluyl)pyridine (17.2 g) was suspended in water (200 ml), and to the suspension potassium permanganate (21.0 g) was added. The mixture was heated under reflux for 18 hours. After the reaction mixture was allowed to cool, and insoluble matter was removed by filtration, dichloromethane was added to the filtrate, and the resultant water layer was separated and acidified with 2N hydrochloric acid. The solution was concentrated, and precipitate was collected by filtration to obtain the title com...